Dataset: the Open Reaction Database (ORD), a public repository of structured organic reaction records. Task: describe an organic reaction: reactants, conditions, products, and yield Starting materials: ClCCl, CN1CCOCC1, COc1cc(Cl)ccc1CO. Yields the product COc1cc(Cl)ccc1C=O. RXN SMILES: [CH2:19]([Cl:20])[Cl:21].[CH3:12][N:13]1[CH2:14][CH2:15][O:16][CH2:17][CH2:18]1.[Cl:1][c:2]1[cH:3][c:4]([O:10][CH3:11])[c:5]([CH2:8][OH:9])[cH:6][cH:7]1>>[Cl:1][c:2]1[cH:3][c:4]([O:10][CH3:11])[c:5]([CH:8]=[O:9])[cH:6][cH:7]1. Reactants: CCOC(CCCNC(=O)C1CCCCC1)OCC, CC(=O)O, CCO, Cl. Product: O=CCCCNC(=O)C1CCCCC1. As a reaction SMILES: [CH2:1]([O:3][CH:4]([O:2][CH2:17][CH3:18])[CH2:5][CH2:6][CH2:7][NH:8][C:9](=[O:10])[CH:11]1[CH2:12][CH2:13][CH2:14][CH2:15][CH2:16]1)[CH3:19].[CH3:20][C:21](=[O:22])[OH:23].[CH3:25][CH2:26][OH:27].[ClH:24]>>[O:3]=[CH:4][CH2:5][CH2:6][CH2:7][NH:8][C:9](=[O:10])[CH:11]1[CH2:12][CH2:13][CH2:14][CH2:15][CH2:16]1.